Dataset: the Open Reaction Database (ORD), a public repository of structured organic reaction records. Task: describe an organic reaction: reactants, conditions, products, and yield Reactants: BrC=1C=C(C=C(C1)Br)CCO (2-(3,5-dibromo-phenyl)-ethanol), IC (iodomethane), [H-].[Na+] (sodium hydride). Yields the product BrC1=CC(=CC(=C1)CCOC)Br (1,3-Dibromo-5-(2-methoxy-ethyl)-benzene). Yield: 86.0%. RXN SMILES: [Br:1][C:2]1[CH:3]=[C:4]([CH2:9][CH2:10][OH:11])[CH:5]=[C:6]([Br:8])[CH:7]=1.I[CH3:13].[H-].[Na+]>>[Br:1][C:2]1[CH:3]=[C:4]([CH2:9][CH2:10][O:11][CH3:13])[CH:5]=[C:6]([Br:8])[CH:7]=1 |f:2.3|. Procedure: In analogy to the procedure described for Building Block AW, the alkylation of 2-(3,5-dibromo-phenyl)-ethanol with iodomethane using sodium hydride as the base yielded the title compound 86% yield as a light yellow oil. The reactants are CC(C)(CN1CCN(C)CC1)C=O, CC1=CN=C(C=C1)N, [C-]#[N+]C1CCCCC1. Reagents/catalysts: O=C(O)C(F)(F)F (trifluoroacetic acid). Run in CC(C)O (isopropyl alcohol), CC(C)O (isopropylalcohol). Conditions: temperature 22 celsius, time 20 hour. Product: Cc1ccc2nc(c(NC3CCCCC3)n2c1)C(C)(C)CN1CCN(C)CC1. Yield: 0.0%. Reaction SMILES: CC1=CC=C(N)N=C1.[C-]#[N+]C1CCCCC1.CN1CCN(CC(C)(C)C=O)CC1>>CN1CCN(CC(C)(C)C2=C(NC3CCCCC3)N3C=C(C)C=CC3=N2)CC1.